This data is from the Open Reaction Database (ORD), a public repository of structured organic reaction records. The task is: describe an organic reaction: reactants, conditions, products, and yield Starting materials: CCN=C=NCCN(C)C, CO, O=C(O)c1cc(OCc2cccc(Cl)c2)ccc1Cl, ClCCl, Cl, CCOC(=O)Cc1ccc(N)cc1F. As a reaction SMILES: [CH3:21][N:22]([CH3:23])[CH2:24][CH2:25][N:26]=[C:27]=[N:28][CH2:29][CH3:30].[CH3:48][OH:49].[Cl:1][c:2]1[c:3]([C:4](=[O:5])[OH:6])[cH:7][c:8]([O:11][CH2:12][c:13]2[cH:14][c:15]([Cl:19])[cH:16][cH:17][cH:18]2)[cH:9][cH:10]1.[Cl:45][CH2:46][Cl:47].[ClH:20].[NH2:31][c:32]1[cH:33][c:34]([F:44])[c:35]([CH2:38][C:39](=[O:40])[O:41][CH2:42][CH3:43])[cH:36][cH:37]1>>[Cl:1][c:2]1[c:3]([C:4](=[O:6])[NH:31][c:32]2[cH:33][c:34]([F:44])[c:35]([CH2:38][C:39](=[O:40])[O:41][CH2:42][CH3:43])[cH:36][cH:37]2)[cH:7][c:8]([O:11][CH2:12][c:13]2[cH:14][c:15]([Cl:19])[cH:16][cH:17][cH:18]2)[cH:9][cH:10]1. Product: CCOC(=O)Cc1ccc(NC(=O)c2cc(OCc3cccc(Cl)c3)ccc2Cl)cc1F. Reactants: Cl.ClCC=1N=C(SC1)N (4-(chloromethyl)thiazol-2-amine hydrochloride), CNCCOC (N-methyl-methoxyethylamine), Cl.ClCC=1N=C(SC1)N (4-(chloromethyl)thiazol-2-amine hydrochloride), CCN(C(C)C)C(C)C (DIEA). Solvent: C1CCOC1 (THF). Product: COCCN(C)CC=1N=C(SC1)N (4-{[(2-Methoxy-ethyl)-methyl-amino]-methyl}-thiazol-2-ylamine). As a reaction SMILES: Cl.Cl[CH2:3][C:4]1[N:5]=[C:6]([NH2:9])[S:7][CH:8]=1.CCN(C(C)C)C(C)C.[CH3:19][NH:20][CH2:21][CH2:22][O:23][CH3:24]>C1COCC1>[CH3:24][O:23][CH2:22][CH2:21][N:20]([CH2:3][C:4]1[N:5]=[C:6]([NH2:9])[S:7][CH:8]=1)[CH3:19] |f:0.1|. Procedure details: 4-(chloromethyl)thiazol-2-amine hydrochloride (Intermediate I) (1 meq) was suspended in THF (20 ml) and DIEA (2 eq.) was added followed by addition of N-methyl-methoxyethylamine (1 eq.). The reaction was heated at reflux overnight. The reaction was concentrated by evaporation to solid residue. Reactants: CC1([C@H]([C@@H]1C=C(Cl)Cl)C(=O)[O-])C (trans-2,2-dimethyl-3-(2,2-dichlorovinyl)cyclopropane carboxylate). Solvent: P(=O)([O-])([O-])[O-] (phosphate). Reaction conditions: temperature 30 celsius, time 96 hour. The product is CC1(C(C1C=C(Cl)Cl)C(=O)O)C (2,2-dimethyl-3-(2,2-dichlorovinyl)cyclopropane carboxylic acid). As a reaction SMILES: [CH3:1][C:2]1([CH3:12])[C@@H:4]([CH:5]=[C:6]([Cl:8])[Cl:7])[C@@H:3]1[C:9]([O-:11])=[O:10]>P([O-])([O-])([O-])=O>[CH3:1][C:2]1([CH3:12])[CH:4]([CH:5]=[C:6]([Cl:8])[Cl:7])[CH:3]1[C:9]([OH:11])=[O:10]. Procedure: Bacillus sp. DC-1 was cultivated in the same manner as in Example 38 and 0.5 g (wet weight) of cells was obtained from 100 ml of the cultured solution by centrifugation. After the harvested cells were suspended in 10 ml of 0.1M phosphate buffer solution (pH 8.0), 1.0 g of methyl (±)-cis, trans-2,2-dimethyl-3-(2,2-dichlorovinyl)cyclopropane carboxylate (cis/trans ratio=45/55) was added to the suspension and the mixture was stirred at 30° C. for 96 hours. Extraction and isolation from the resultin... Reactants: COC(=O)C1(C(CCC1CSC1=CC=CC=C1)=O)CC(=O)OCC (1-ethoxycarbonylmethyl-2-oxo-5-phenylthiomethyl-cyclopentanecarboxylic acid methyl ester), [I-].[Li+] (lithium iodide). Product: C(C)OC(=O)CC1C(CCC1CSC1=CC=CC=C1)=O (2-ethoxycarbonylmethyl-3-phenylthiomethyl-cyclopentanone). Isolated yield 78.7%. Reaction SMILES: COC([C:5]1([CH2:19][C:20]([O:22][CH2:23][CH3:24])=[O:21])[CH:9]([CH2:10][S:11][C:12]2[CH:17]=[CH:16][CH:15]=[CH:14][CH:13]=2)[CH2:8][CH2:7][C:6]1=[O:18])=O.[I-].[Li+]>>[CH2:23]([O:22][C:20]([CH2:19][CH:5]1[CH:9]([CH2:10][S:11][C:12]2[CH:13]=[CH:14][CH:15]=[CH:16][CH:17]=2)[CH2:8][CH2:7][C:6]1=[O:18])=[O:21])[CH3:24] |f:1.2|. Reported procedure: In accordance with the process of Example 25, 1-ethoxycarbonylmethyl-2-oxo-5-phenylthiomethyl-cyclopentanecarboxylic acid methyl ester (640 mg; 1.83 m mol) and lithium iodide (250 mg; 1.85 m mol) were used to obtain 420 mg of 2-ethoxycarbonylmethyl-3-phenylthiomethyl-cyclopentanone as an oil. Starting materials: CC(C)C(N)CO, O=C(NC1(C(=O)O)CCCCC1)OCc1ccco1. The product is CC(C)C(CO)NC(=O)C1(NC(=O)OCc2ccco2)CCCCC1. RXN SMILES: [NH2:20][CH:21]([CH:22]([CH3:23])[CH3:24])[CH2:25][OH:26].[o:1]1[c:2]([CH2:6][O:7][C:8](=[O:9])[NH:10][C:11]2([C:17](=[O:18])[OH:19])[CH2:12][CH2:13][CH2:14][CH2:15][CH2:16]2)[cH:3][cH:4][cH:5]1>>[o:1]1[c:2]([CH2:6][O:7][C:8](=[O:9])[NH:10][C:11]2([C:17](=[O:19])[NH:20][CH:21]([CH:22]([CH3:23])[CH3:24])[CH2:25][OH:26])[CH2:12][CH2:13][CH2:14][CH2:15][CH2:16]2)[cH:3][cH:4][cH:5]1. Starting materials: COc1cc(N=C=O)cc(OC)c1OC, COC(=O)C(CSCC(CC(=O)O)C(=O)c1cccnc1)NC(=O)OCC1c2ccccc2-c2ccccc21. Product: COC(=O)C(CSCC(CC(=O)O)C(=O)c1cccnc1)NC(=O)Nc1cc(OC)c(OC)c(OC)c1. RXN SMILES: [CH3:40][O:41][c:42]1[cH:43][c:44]([N:52]=[C:53]=[O:54])[cH:45][c:46]([O:50][CH3:51])[c:47]1[O:48][CH3:49].[cH:1]1[c:2]2[c:12]([cH:13][cH:14][cH:15]1)-[c:7]1[c:6]([cH:11][cH:10][cH:9][cH:8]1)[CH:3]2[CH2:4][O:5][C:16](=[O:17])[NH:18][CH:19]([CH2:20][S:21][CH2:22][CH:23]([CH2:24][C:25](=[O:26])[OH:27])[C:28]([c:29]1[cH:30][n:31][cH:32][cH:33][cH:34]1)=[O:35])[C:36](=[O:37])[O:38][CH3:39]>>[C:16](=[O:17])([NH:18][CH:19]([CH2:20][S:21][CH2:22][CH:23]([CH2:24][C:25](=[O:26])[OH:27])[C:28]([c:29]1[cH:30][n:31][cH:32][cH:33][cH:34]1)=[O:35])[C:36](=[O:37])[O:38][CH3:39])[NH:52][c:44]1[cH:43][c:42]([O:41][CH3:40])[c:47]([O:48][CH3:49])[c:46]([O:50][CH3:51])[cH:45]1. Starting materials: O=C([O-])[O-], COC(=O)Cc1c(C(=O)OC)[nH]c2ccccc12, CC#N, ClCc1ccc(Cl)c(Cl)c1, [K+], [K+]. Product: COC(=O)Cc1c(C(=O)OC)n(Cc2ccc(Cl)c(Cl)c2)c2ccccc12. RXN SMILES: [C:29](=[O:30])([O-:31])[O-:32].[CH3:11][O:12][C:13](=[O:14])[c:15]1[nH:16][c:17]2[cH:18][cH:19][cH:20][cH:21][c:22]2[c:23]1[CH2:24][C:25](=[O:26])[O:27][CH3:28].[CH3:35][C:36]#[N:37].[Cl:1][c:2]1[cH:3][c:4]([CH2:5][Cl:6])[cH:7][cH:8][c:9]1[Cl:10].[K+:33].[K+:34]>>[Cl:1][c:2]1[cH:3][c:4]([CH2:5][n:16]2[c:15]([C:13]([O:12][CH3:11])=[O:14])[c:23]([CH2:24][C:25](=[O:26])[O:27][CH3:28])[c:22]3[c:17]2[cH:18][cH:19][cH:20][cH:21]3)[cH:7][cH:8][c:9]1[Cl:10]. The reactants are O=C1CCC(=O)N1Br, CC(C)(C)[Si](C)(C)Oc1cc(Cl)c(O[Si](C)(C)C(C)(C)C)c(O[Si](C)(C)C(C)(C)C)c1, CN(C)C=O, O. The product is CC(C)(C)[Si](C)(C)Oc1cc(O[Si](C)(C)C(C)(C)C)c(O[Si](C)(C)C(C)(C)C)c(Cl)c1Br. Reaction SMILES: [Br:32][N:33]1[C:34](=[O:35])[CH2:36][CH2:37][C:38]1=[O:39].[C:1]([CH3:2])([CH3:3])([CH3:4])[Si:5]([O:6][c:7]1[c:8]([O:22][Si:23]([CH3:24])([CH3:25])[C:26]([CH3:27])([CH3:28])[CH3:29])[c:9]([Cl:21])[cH:10][c:11]([O:13][Si:14]([CH3:15])([CH3:16])[C:17]([CH3:18])([CH3:19])[CH3:20])[cH:12]1)([CH3:30])[CH3:31].[O:40]=[CH:41][N:42]([CH3:43])[CH3:44].[OH2:45]>>[C:1]([CH3:2])([CH3:3])([CH3:4])[Si:5]([O:6][c:7]1[c:8]([O:22][Si:23]([CH3:24])([CH3:25])[C:26]([CH3:27])([CH3:28])[CH3:29])[c:9]([Cl:21])[c:10]([Br:32])[c:11]([O:13][Si:14]([CH3:15])([CH3:16])[C:17]([CH3:18])([CH3:19])[CH3:20])[cH:12]1)([CH3:30])[CH3:31]. The reactants are CCCC=O, CC(C)[Mg+], [Cl-], [Cl-], CCOC(=O)c1ccc(I)cc1, [Li+], C1CCOC1. Product: CCCC(O)c1ccc(C(=O)OCC)cc1. Reaction SMILES: [CH:20]([CH2:21][CH2:22][CH3:23])=[O:24].[CH:4]([Mg+:5])([CH3:6])[CH3:7].[Cl-:1].[Cl-:3].[I:8][c:9]1[cH:10][cH:11][c:12]([C:13](=[O:14])[O:15][CH2:16][CH3:17])[cH:18][cH:19]1.[Li+:2].[O:25]1[CH2:26][CH2:27][CH2:28][CH2:29]1>>[c:9]1([CH:20]([CH2:21][CH2:22][CH3:23])[OH:24])[cH:10][cH:11][c:12]([C:13](=[O:14])[O:15][CH2:16][CH3:17])[cH:18][cH:19]1.